This data is from the Open Reaction Database (ORD), a public repository of structured organic reaction records. The task is: describe an organic reaction: reactants, conditions, products, and yield Starting materials: [Br-], C1CCOC1, CCOC(=O)C1CC(=O)CC1CC, C[P+](c1ccccc1)(c1ccccc1)c1ccccc1. Yields the product C=C1CC(CC)C(C(=O)OCC)C1. As a reaction SMILES: [Br-:19].[CH2:14]1[O:15][CH2:16][CH2:17][CH2:18]1.[CH2:1]([CH3:2])[CH:3]1[CH:4]([C:9](=[O:10])[O:11][CH2:12][CH3:13])[CH2:5][C:6](=[O:8])[CH2:7]1.[CH3:20][P+:21]([c:22]1[cH:23][cH:24][cH:25][cH:26][cH:27]1)([c:28]1[cH:29][cH:30][cH:31][cH:32][cH:33]1)[c:34]1[cH:35][cH:36][cH:37][cH:38][cH:39]1>>[CH2:1]([CH3:2])[CH:3]1[CH:4]([C:9](=[O:10])[O:11][CH2:12][CH3:13])[CH2:5][C:6](=[CH2:14])[CH2:7]1.